This data is from the Open Reaction Database (ORD), a public repository of structured organic reaction records. The task is: describe an organic reaction: reactants, conditions, products, and yield Starting materials: CC(C(=O)NC1=CC(=CC=C1)C1CCN(CC1)CCCCC(C1=CC=C(C=C1)C(F)(F)F)=O)C (2-methyl-N-[3-(1-{5-oxo-5-[4-(trifluoromethyl)phenyl]pentyl}-4-piperidinyl)phenyl]propanamide), Cl.C1(=CC=CC2=CC=CC=C12)NN (1-naphthylhydrazine hydrochloride). Product: CC(C(=O)NC1=CC(=CC=C1)C1CCN(CC1)CCCC1=C(NC2=C3C(=CC=C12)C=CC=C3)C3=CC=C(C=C3)C(F)(F)F)C (2-METHYL-N-{3-[1-(3-{2-[4-(TRIFLUOROMETHYL)PHENYL]-1H-BENZO[G]INDOL-3-YL}PROPYL)-4-PIPERIDINYL]PHENYL}PROPANAMIDE). As a reaction SMILES: [CH3:1][CH:2]([CH3:34])[C:3]([NH:5][C:6]1[CH:11]=[CH:10][CH:9]=[C:8]([CH:12]2[CH2:17][CH2:16][N:15]([CH2:18][CH2:19][CH2:20][CH2:21][C:22](=O)[C:23]3[CH:28]=[CH:27][C:26]([C:29]([F:32])([F:31])[F:30])=[CH:25][CH:24]=3)[CH2:14][CH2:13]2)[CH:7]=1)=[O:4].Cl.[C:36]1([NH:46]N)[C:45]2[C:40](=[CH:41][CH:42]=[CH:43][CH:44]=2)[CH:39]=[CH:38][CH:37]=1>>[CH3:1][CH:2]([CH3:34])[C:3]([NH:5][C:6]1[CH:11]=[CH:10][CH:9]=[C:8]([CH:12]2[CH2:17][CH2:16][N:15]([CH2:18][CH2:19][CH2:20][C:21]3[C:37]4[C:36](=[C:45]5[CH:44]=[CH:43][CH:42]=[CH:41][C:40]5=[CH:39][CH:38]=4)[NH:46][C:22]=3[C:23]3[CH:28]=[CH:27][C:26]([C:29]([F:32])([F:31])[F:30])=[CH:25][CH:24]=3)[CH2:14][CH2:13]2)[CH:7]=1)=[O:4] |f:1.2|. Procedure details: Prepared by Procedure E and Scheme M using 2-methyl-N-[3-(1-{5-oxo-5-[4-(trifluoromethyl)phenyl]pentyl}-4-piperidinyl)phenyl]propanamide and 1-naphthylhydrazine hydrochloride: ESMS m/e: 598.2 (M+H)+. Starting materials: ICC(=O)NCCOCCOCCOCCOCCC(=O)OC (methyl 3-[2-(2-{2-[2-(2-iodoacetylamino)ethoxy]ethoxy}ethoxy)ethoxy]propanoate), CCN(C(C)C)C(C)C (DIPEA), SC(CN(CCOC1=CC(=NC(=C1)CO)CO)C)(C)C (4-{2-[(2-mercapto-2-methylpropyl)(methyl)amino]ethoxy}-2,6-bis(hydroxymethyl)pyridine). Run in CN(C)C=O (DMF), CN(C)C=O (DMF). Reaction conditions: time 24 hour. Product: OCC1=NC(=CC(=C1)OCCN(CC(C)(C)SCC(=O)NCCOCCOCCOCCOCCC(=O)OC)C)CO (methyl 3-{2-[2-(2-{2-[2-(2-{[2-(2,6-bis(hydroxymethyl)pyridin-4-yloxy)ethyl](methyl)amino}-1,1-dimethylethylsulphanyl)acetylamino]ethoxy}ethoxy)ethoxy]ethoxy}propanoate). Isolated yield 57.1%. Reaction SMILES: I[CH2:2][C:3]([NH:5][CH2:6][CH2:7][O:8][CH2:9][CH2:10][O:11][CH2:12][CH2:13][O:14][CH2:15][CH2:16][O:17][CH2:18][CH2:19][C:20]([O:22][CH3:23])=[O:21])=[O:4].CCN(C(C)C)C(C)C.[SH:33][C:34]([CH3:52])([CH3:51])[CH2:35][N:36]([CH3:50])[CH2:37][CH2:38][O:39][C:40]1[CH:45]=[C:44]([CH2:46][OH:47])[N:43]=[C:42]([CH2:48][OH:49])[CH:41]=1>CN(C=O)C>[OH:47][CH2:46][C:44]1[CH:45]=[C:40]([O:39][CH2:38][CH2:37][N:36]([CH3:50])[CH2:35][C:34]([S:33][CH2:2][C:3]([NH:5][CH2:6][CH2:7][O:8][CH2:9][CH2:10][O:11][CH2:12][CH2:13][O:14][CH2:15][CH2:16][O:17][CH2:18][CH2:19][C:20]([O:22][CH3:23])=[O:21])=[O:4])([CH3:52])[CH3:51])[CH:41]=[C:42]([CH2:48][OH:49])[N:43]=1. Procedure details: 73.7 mg of methyl 3-[2-(2-{2-[2-(2-iodoacetylamino)ethoxy]ethoxy}ethoxy)ethoxy]propanoate in solution in 1 ml of DMF and 39 μl of DIPEA are added to 45 mg of 4-{2-[(2-mercapto-2-methylpropyl)(methyl)amino]ethoxy}-2,6-bis(hydroxymethyl)pyridine in solution in 1 ml of DMF. After 24 h at AT, the mixture is concentrated under RP and purified by flash chromatography on silica (Analogix Super Flash SiO2 SF25-8 g), using a gradient from 0 to 10% of methanol in DCM. 53 mg of methyl 3-{2-[2-(2-{2-[2-(2-{... The reactants are O=C(NCC=1C=CC=CC1)C2=CC=C(Br)C=C2. The reagents and catalysts are O=C(NC1=CC=CC2=C1NC(=C2C)C)C=3C=NC(=CC3)C4=NC=CC=C4, O1B(OC(C)(C)C1(C)C)B2OC(C)(C)C(O2)(C)C, C[OH2+].C[OH2+].C1CC=CCCC=C1.C1CC=CCCC=C1.[Ir].[Ir]. Run in O1CCCC1. Run at temperature 60 celsius, time 96 hour. Yields the product O=C(NCC=1C=CC=CC1)C2=CC=C(Br)C=C2B3OC(C)(C)C(O3)(C)C. Isolated yield 67.0%. Procedure: Isolated by chromatography using deactivated silica gel and ethyl acetate and petroleum ether (10:1 to 1:1) as the eluent. The reactants are O[C@@H](CCN1CCC(CC1)C=1C=C(C=CC1)NC(C(C)C)=O)C1=CC=CC=C1 (N-(3-{1-[(3S)-3-hydroxy-3-phenylpropyl]-4-piperidinyl}phenyl)-2-methylpropanamide), FC1=CC=C(C=C1)CC(=O)Cl ((4-fluorophenyl)acetyl chloride), C32H37FN2O3. Yields the product FC1=CC=C(C=C1)CC(=O)O[C@@H](CCN1CCC(CC1)C1=CC(=CC=C1)NC(C(C)C)=O)C1=CC=CC=C1 ((1S)-3-{4-[3-(ISOBUTYRYLAMINO)PHENYL]-1-PIPERIDINYL}-1-PHENYLPROPYL (4-FLUOROPHENYL)ACETATE). Reported procedure: Prepared by Procedure Q1 and Scheme C2 (TEA) using N-(3-{1-[(3S)-3-hydroxy-3-phenylpropyl]-4-piperidinyl}phenyl)-2-methylpropanamide and (4-fluorophenyl)acetyl chloride: Anal. Calcd for C32H37FN2O3+0.07CHCl3: C, 73.4; H, 7.12; N, 5.34. Found: C, 73.4; H, 6.96; N, 5.14; ESMS m/e: 517.1 (M+H)+. RXN SMILES: [OH:1][C@H:2]([C:23]1[CH:28]=[CH:27][CH:26]=[CH:25][CH:24]=1)[CH2:3][CH2:4][N:5]1[CH2:10][CH2:9][CH:8]([C:11]2[CH:12]=[C:13]([NH:17][C:18](=[O:22])[CH:19]([CH3:21])[CH3:20])[CH:14]=[CH:15][CH:16]=2)[CH2:7][CH2:6]1.[F:29][C:30]1[CH:35]=[CH:34][C:33]([CH2:36][C:37](Cl)=[O:38])=[CH:32][CH:31]=1>>[F:29][C:30]1[CH:35]=[CH:34][C:33]([CH2:36][C:37]([O:1][C@H:2]([C:23]2[CH:24]=[CH:25][CH:26]=[CH:27][CH:28]=2)[CH2:3][CH2:4][N:5]2[CH2:10][CH2:9][CH:8]([C:11]3[CH:16]=[CH:15][CH:14]=[C:13]([NH:17][C:18](=[O:22])[CH:19]([CH3:21])[CH3:20])[CH:12]=3)[CH2:7][CH2:6]2)=[O:38])=[CH:32][CH:31]=1.